This data is from the Open Reaction Database (ORD), a public repository of structured organic reaction records. The task is: describe an organic reaction: reactants, conditions, products, and yield Reactants: C(C)(C)(C)OC(=O)N1C[C@@H]([C@H](CC1)C1=CC=C(C=C1)OCCCOCC1CC1)OCC1=CC=C2CCCN(C2=C1)CCCO ((3R,4R)-4-[4-(3-cyclopropylmethoxy-propoxy)-phenyl]-3-[1-(3-hydroxy-propyl)-1,2,3,4-tetrahydro-quinolin-7-ylmethoxy]-piperidine-1-carboxylic acid tert-butyl ester), CS(=O)(=O)Cl (methanesulfonyl chloride). The product is C(C)(C)(C)OC(=O)N1C[C@@H]([C@H](CC1)C1=CC=C(C=C1)OCCCOCC1CC1)OCC1=CC=C2CCCN(C2=C1)CCCOS(=O)(=O)C ((3R,4R)-4-[4-(3-cyclopropylmethoxy-propoxy)-phenyl]-3-[1-(3-methanesulfonyloxy-propyl)-1,2,3,4-tetrahydro-quinolin-7-ylmethoxy]-piperidine-1-carboxylic acid tert-butyl ester). RXN SMILES: [C:1]([O:5][C:6]([N:8]1[CH2:13][CH2:12][C@H:11]([C:14]2[CH:19]=[CH:18][C:17]([O:20][CH2:21][CH2:22][CH2:23][O:24][CH2:25][CH:26]3[CH2:28][CH2:27]3)=[CH:16][CH:15]=2)[C@@H:10]([O:29][CH2:30][C:31]2[CH:40]=[C:39]3[C:34]([CH2:35][CH2:36][CH2:37][N:38]3[CH2:41][CH2:42][CH2:43][OH:44])=[CH:33][CH:32]=2)[CH2:9]1)=[O:7])([CH3:4])([CH3:3])[CH3:2].[CH3:45][S:46](Cl)(=[O:48])=[O:47]>>[C:1]([O:5][C:6]([N:8]1[CH2:13][CH2:12][C@H:11]([C:14]2[CH:15]=[CH:16][C:17]([O:20][CH2:21][CH2:22][CH2:23][O:24][CH2:25][CH:26]3[CH2:27][CH2:28]3)=[CH:18][CH:19]=2)[C@@H:10]([O:29][CH2:30][C:31]2[CH:40]=[C:39]3[C:34]([CH2:35][CH2:36][CH2:37][N:38]3[CH2:41][CH2:42][CH2:43][O:44][S:46]([CH3:45])(=[O:48])=[O:47])=[CH:33][CH:32]=2)[CH2:9]1)=[O:7])([CH3:4])([CH3:3])[CH3:2]. Procedure details: In analogy to the procedure described in example 8(b), the (3R,4R)-4-[4-(3-cyclopropylmethoxy-propoxy)-phenyl]-3-[1-(3-hydroxy-propyl)-1,2,3,4-tetrahydro-quinolin-7-ylmethoxy]-piperidine-1-carboxylic acid tert-butyl ester was reacted with methanesulfonyl chloride to yield the crude (3R,4R)-4-[4-(3-cyclopropylmethoxy-propoxy)-phenyl]-3-[1-(3-methanesulfonyloxy-propyl)-1,2,3,4-tetrahydro-quinolin-7-ylmethoxy]-piperidine-1-carboxylic acid tert-butyl ester which was used without further purification... Reactants: IC=1N=[N+](C2=C(N1)C=C1CC(CC1=C2)C)[O-] (3-Iodo-7-methyl-7,8-dihydro-6H-indeno[5,6-e][1,2,4]triazine 1-Oxide), C(C=C)O (allyl alcohol), C(=O)(O)[O-].[Na+] (NaHCO3). The reagents and catalysts are [N+](CCCC)(CCCC)(CCCC)CCCC.[Br-] (nBu4NBr), CC(=O)[O-].CC(=O)[O-].[Pd+2] (Pd(OAc)2). Solvent: CN(C)C=O (DMF). Reaction conditions: temperature 50 celsius, time 24 hour. The product is [N+](=O)([O-])C1=C(C=C2CCCC2=C1)NC(C)=O (N-(6-nitro-2,3-dihydro-1H-inden-5-yl)acetamide). As a reaction SMILES: IC1N=[N+:4]([O-:16])[C:5]2[CH:14]=[C:13]3[C:9]([CH2:10][CH:11](C)[CH2:12]3)=[CH:8][C:6]=2[N:7]=1.[CH2:17]([OH:20])[CH:18]=C.C([O-])(O)=[O:22].[Na+]>[N+](CCCC)(CCCC)(CCCC)CCCC.[Br-].CN(C=O)C.CC([O-])=O.CC([O-])=O.[Pd+2]>[N+:4]([C:5]1[CH:14]=[C:13]2[C:9]([CH2:10][CH2:11][CH2:12]2)=[CH:8][C:6]=1[NH:7][C:17](=[O:20])[CH3:18])([O-:16])=[O:22] |f:2.3,4.5,7.8.9|. Procedure details: Iodide 100 (1.53 g, 4.7 mmol) was added to a degassed solution of allyl alcohol (0.89 mL, 13.1 mmol), Pd(OAc)2 (52 mg, 0.23 mmol), nBu4NBr (1.35 g, 4.2 mmol) and NaHCO3 (0.86 g, 10.3 mmol) in DMF (40 mL) and the solution was stirred at 50° C. for 24 h under N2. The mixture was quenched with saturated aqueous NH4Cl solution (50 mL) and filtered. The filtrate was extracted with EtOAc (5×50 mL), dried and the solvent evaporated. The residue was purified by chromatography, eluting with a gradient (2... The reactants are CC(=O)Nc1ccccc1, O=C([O-])[O-], [Cu], Ic1ccc(-c2ccc(I)cc2)cc1, [K+], [K+], O=[N+]([O-])c1ccccc1. Product: CC(=O)N(c1ccccc1)c1ccc(-c2ccc(I)cc2)cc1. As a reaction SMILES: [C:1]([CH3:2])(=[O:3])[NH:4][c:5]1[cH:6][cH:7][cH:8][cH:9][cH:10]1.[C:25](=[O:26])([O-:27])[O-:28].[Cu:40].[I:11][c:12]1[cH:13][cH:14][c:15](-[c:18]2[cH:19][cH:20][c:21]([I:24])[cH:22][cH:23]2)[cH:16][cH:17]1.[K+:29].[K+:30].[O-:31][N+:32]([c:33]1[cH:34][cH:35][cH:36][cH:37][cH:38]1)=[O:39]>>[C:1]([CH3:2])(=[O:3])[N:4]([c:5]1[cH:6][cH:7][cH:8][cH:9][cH:10]1)[c:12]1[cH:13][cH:14][c:15](-[c:18]2[cH:19][cH:20][c:21]([I:24])[cH:22][cH:23]2)[cH:16][cH:17]1.